From a dataset of the Open Reaction Database (ORD), a public repository of structured organic reaction records. describe an organic reaction: reactants, conditions, products, and yield Starting materials: Cl.ClCCCOC=1C=CC2=CC3=CC=C(C=C3N=C2C1)OCCCCl (3,6-bis(3-chloropropoxy)acridine hydrochloride), C(C)NCC (diethylamine). Reaction conditions: temperature 100 celsius. Product: Cl.Cl.Cl.C(C)N(CCCOC=1C=CC2=CC3=CC=C(C=C3N=C2C1)OCCCN(CC)CC)CC (3,6-bis(3-diethylaminopropoxy)acridine trihydrochloride). RXN SMILES: [ClH:1].[Cl:2][CH2:3][CH2:4][CH2:5][O:6][C:7]1[CH:8]=[CH:9][C:10]2[C:19]([CH:20]=1)=[N:18][C:17]1[C:12](=[CH:13][CH:14]=[C:15]([O:21][CH2:22][CH2:23][CH2:24]Cl)[CH:16]=1)[CH:11]=2.[CH2:26]([NH:28][CH2:29][CH3:30])[CH3:27]>>[ClH:2].[ClH:1].[ClH:2].[CH2:26]([N:28]([CH2:29][CH3:30])[CH2:3][CH2:4][CH2:5][O:6][C:7]1[CH:8]=[CH:9][C:10]2[C:19]([CH:20]=1)=[N:18][C:17]1[C:12](=[CH:13][CH:14]=[C:15]([O:21][CH2:22][CH2:23][CH2:24][N:18]([CH2:19][CH3:10])[CH2:17][CH3:16])[CH:16]=1)[CH:11]=2)[CH3:27] |f:0.1,3.4.5.6|. Reported procedure: The compound is prepared from 3,6-bis(3-chloropropoxy)acridine hydrochloride and diethylamine as described in Example 15 except that the mixture is heated at 100° C. for 24 hours, giving 1.5 g. of the desired product as yellow crystals, m.p. 235°-236° C. Reactants: O=C(OOC(=O)c1ccccc1)c1ccccc1, C1COCCN1, Cc1cc(Cl)ccn1, CCOC(C)=O, ClC(Cl)(Cl)Cl, [K+], [K+], O=C([O-])[O-], CN(C)C=O, O=C1CCC(=O)N1Br. The product is Clc1ccnc(CN2CCOCC2)c1. Reaction SMILES: [C:17]([O:18][O:19][C:20](=[O:21])[c:22]1[cH:23][cH:24][cH:25][cH:26][cH:27]1)(=[O:28])[c:29]1[cH:30][cH:31][cH:32][cH:33][cH:34]1.[CH2:35]1[CH2:36][O:37][CH2:38][CH2:39][NH:40]1.[CH3:1][c:2]1[n:3][cH:4][cH:5][c:6]([Cl:8])[cH:7]1.[CH3:57][CH2:58][O:59][C:60]([CH3:61])=[O:62].[Cl:47][C:48]([Cl:49])([Cl:50])[Cl:51].[K+:41].[K+:42].[O-:43][C:44]([O-:45])=[O:46].[O:52]=[CH:53][N:54]([CH3:55])[CH3:56].[O:9]=[C:10]1[N:11]([Br:12])[C:13](=[O:14])[CH2:15][CH2:16]1>>[CH2:1]([c:2]1[n:3][cH:4][cH:5][c:6]([Cl:8])[cH:7]1)[N:40]1[CH2:35][CH2:36][O:37][CH2:38][CH2:39]1.